Dataset: the Open Reaction Database (ORD), a public repository of structured organic reaction records. Task: describe an organic reaction: reactants, conditions, products, and yield Run in CN(C=O)C (N,N-dimethylformamide), CN(C=O)C (DMF). Reported procedure: To methyl cyanoacetate (10 g, 0.1 mol) under N2, N,N-dimethylformamide (DMF, 10 mL) was added at room temperature. After 10 min, the solution was added 1,8-diazabicyclo [5,4,0]undec-7-ene (DBU, 33.4 g, 0.22 mol) at 10-20° C., and then reacted 15 min at 50° C. The mixture was cooled to −5 to −10° C., 1,3-dibromopropane (20.4 g, 0.1 mol) in DMF (10 mL) added by syringe, reacted 15 min at room temperature, rose up to 70° C., and then reacted 30 min. The mixture was evaporated and the residue taken ... Reactants: ( 6.58 ), ( 60.74 ), C(#N)CC(=O)OC (methyl cyanoacetate), C—CH2—CH2—CH2—, C—CH2—CH2—CH2—, N12CCCCCC2=NCCC1 (1,8-diazabicyclo [5,4,0]undec-7-ene), BrCCCBr (1,3-dibromopropane), ( 10.21 ). RXN SMILES: [C:1]([CH2:3][C:4]([O:6][CH3:7])=[O:5])#[N:2].N12CCCN=C1CC[CH2:11][CH2:10][CH2:9]2.BrCCCBr>CN(C)C=O>[CH3:7][O:6][C:4]([C:3]1([C:1]#[N:2])[CH2:11][CH2:10][CH2:9]1)=[O:5]. Product: COC(=O)C1(CCC1)C#N (1-cyano-cyclobutyl-carboxylic acid methyl ester). Reaction conditions: temperature -7.5 celsius, time 10 minute. The reactants are CN1CCCN(C)C1=O, CN1CCCN(C)C1=O, COC(=O)Cc1ccc(C(=O)OC)cc1, CC(C)[N-]C(C)C, ICC1CCCC1, [Li+], C1CCOC1. Product: COC(=O)c1ccc(C(CC2CCCC2)C(=O)OC)cc1. RXN SMILES: [CH3:31][N:32]1[CH2:33][CH2:34][CH2:35][N:36]([CH3:37])[C:38]1=[O:39].[CH3:45][N:46]1[CH2:47][CH2:48][CH2:49][N:50]([CH3:51])[C:52]1=[O:53].[CH3:9][O:10][C:11]([c:12]1[cH:13][cH:14][c:15]([CH2:18][C:19](=[O:20])[O:21][CH3:22])[cH:16][cH:17]1)=[O:23].[CH:1]([N-:2][CH:3]([CH3:4])[CH3:5])([CH3:6])[CH3:7].[I:24][CH2:25][CH:26]1[CH2:27][CH2:28][CH2:29][CH2:30]1.[Li+:8].[O:40]1[CH2:41][CH2:42][CH2:43][CH2:44]1>>[CH3:9][O:10][C:11]([c:12]1[cH:13][cH:14][c:15]([CH:18]([C:19](=[O:20])[O:21][CH3:22])[CH2:25][CH:26]2[CH2:27][CH2:28][CH2:29][CH2:30]2)[cH:16][cH:17]1)=[O:23].